Dataset: the Open Reaction Database (ORD), a public repository of structured organic reaction records. Task: describe an organic reaction: reactants, conditions, products, and yield The reactants are C(C)(C)N(C(=S)N)C1=CC2=C(C=C1)OCO2 (N-isopropyl-N-(3,4-methylenedioxyphenyl)thiourea), C(C1=CC=CC=C1)=O (benzaldehyde), CS(=O)(=O)O (methanesulphonic acid), C1(=CC=CC=C1)C (toluene). Run in O (water). Reaction conditions: time 4 hour. Product: C(C)(C)N1C(NC(C2=CC3=C(C=C12)OCO3)C3=CC=CC=C3)=S (1-isopropyl-4-phenyl-6,7-methylenedioxy-3,4-dihydro-2(1H)-quinazolinthione). As a reaction SMILES: [CH:1]([N:4]([C:8]1[CH:13]=[CH:12][C:11]2[O:14][CH2:15][O:16][C:10]=2[CH:9]=1)[C:5]([NH2:7])=[S:6])([CH3:3])[CH3:2].[CH:17](=O)[C:18]1[CH:23]=[CH:22][CH:21]=[CH:20][CH:19]=1.CS(O)(=O)=O.C1(C)C=CC=CC=1>O>[CH:1]([N:4]1[C:8]2[C:13](=[CH:12][C:11]3[O:14][CH2:15][O:16][C:10]=3[CH:9]=2)[CH:17]([C:18]2[CH:23]=[CH:22][CH:21]=[CH:20][CH:19]=2)[NH:7][C:5]1=[S:6])([CH3:3])[CH3:2]. Procedure: A solution of 30 grams of N-isopropyl-N-(3,4-methylenedioxyphenyl)thiourea, 27.6 mls. of benzaldehyde, and 2 mls. of methanesulphonic acid in 500 ml. of toluene is refluxed under a Dean Stark water separator for 4 hours, during which 2 ml. water is collected. The filtered solution is then evaporated to yield a powder. This product is recrystallized from dioxane and water to obtain 1-isopropyl-4-phenyl-6,7-methylenedioxy-3,4-dihydro-2(1H)-quinazolinthione, m.p. 215°-218°C. Starting materials: P(=O)(Cl)(Cl)Cl (phosphorus oxychloride), C(C)(C)(C)C1=CC=C(C=C1)N1N=C(C=C1O)C (1-(4-tert-butylphenyl)-5-hydroxy-3-methyl-1H-pyrazole), CN(C=O)C (dimethylformamide), ice. Conditions: temperature 100 celsius, time 18 hour. The product is C(C)(C)(C)C1=CC=C(C=C1)N1N=C(C(=C1O)C=O)C (1-(4-tert-butylphenyl)-5-hydroxy-3-methyl-1H-pyrazole-4-carbaldehyde). Isolated yield 70.0%. Reaction SMILES: [C:1]([C:5]1[CH:10]=[CH:9][C:8]([N:11]2[C:15]([OH:16])=[CH:14][C:13]([CH3:17])=[N:12]2)=[CH:7][CH:6]=1)([CH3:4])([CH3:3])[CH3:2].P(Cl)(Cl)(Cl)=O.CN(C)[CH:25]=[O:26]>>[C:1]([C:5]1[CH:6]=[CH:7][C:8]([N:11]2[C:15]([OH:16])=[C:14]([CH:25]=[O:26])[C:13]([CH3:17])=[N:12]2)=[CH:9][CH:10]=1)([CH3:4])([CH3:3])[CH3:2]. Reported procedure: 1.89 g (9.33 mmol) of 1-(4-tert-butylphenyl)-5-hydroxy-3-methyl-1H-pyrazole was dissolved in 3.6 ml of dry dimethylformamide, and 1.05 ml (11.26 mmol) phosphorus oxychloride was added gradually at 20° C. or below under cooling with ice. After the addition, the mixture was heated at 100° C. for 3 hours, then cooled to room temperature and poured into 30 ml of ice-cold water. The mixed solution was stirred at room temperature for 18 hours, and the precipitated solid was collected by filtration, wa... Starting materials: O (water), [OH-].[Na+] (sodium hydroxide), ClCC(=O)NC(C(=O)OCC)C=1N=CSC1 (ethyl 2-chloroacetamidothiazol-4-ylacetate). The solvent is CO (methanol). Yields the product ClCC(=O)NC(C(=O)O)C=1N=CSC1 (2-chloroacetamidothiazol-4-ylacetic acid). RXN SMILES: O.[OH-].[Na+].[Cl:4][CH2:5][C:6]([NH:8][CH:9]([C:15]1[N:16]=[CH:17][S:18][CH:19]=1)[C:10]([O:12]CC)=[O:11])=[O:7]>CO>[Cl:4][CH2:5][C:6]([NH:8][CH:9]([C:15]1[N:16]=[CH:17][S:18][CH:19]=1)[C:10]([OH:12])=[O:11])=[O:7] |f:1.2|. Reported procedure: In 15 ml of dimethylacetamide is dissolved 4 g of ethyl 2-aminothiazol-4-ylacetate and, under ice-cooling, 3.62 g of chloroacetyl chloride is added dropwise. The mixture is stirred under ice-cooling for 30 minutes and, then, at room temperature for another 30 minutes. Then, following the addition of 50 ml of water, the mixture is extracted twice with 100 ml portions of ethyl acetatetetrahydrofuran. The extract is washed with 100 ml of a 5% aqueous solution of sodium hydrogen carbonate and, then,... Reactants: O1C=C(C2=C1C=CC=C2)CCBr (2-(benzofuran-3-yl)-1-bromoethane), N1CCC(CC1)NC(OC(C)(C)C)=O (tert-butyl 4-piperidyl-carbamate), C([O-])([O-])=O.[K+].[K+] (potassium carbonate), S(=O)(=O)([O-])[O-].C(CCC)[N+](CCCC)(CCCC)CCCC.C(CCC)[N+](CCCC)(CCCC)CCCC (tetrabutylammonium sulphate). Run in C1(=CC=CC=C1)C (toluene), O (water). Product: O1C=C(C2=C1C=CC=C2)CCN2CCC(CC2)N (1-[2-(Benzofuran-3-yl)ethyl]-4-piperidylamine). Reaction SMILES: [O:1]1[C:5]2[CH:6]=[CH:7][CH:8]=[CH:9][C:4]=2[C:3]([CH2:10][CH2:11]Br)=[CH:2]1.[NH:13]1[CH2:18][CH2:17][CH:16]([NH:19]C(=O)OC(C)(C)C)[CH2:15][CH2:14]1.C(=O)([O-])[O-].[K+].[K+].S([O-])([O-])(=O)=O.C([N+](CCCC)(CCCC)CCCC)CCC.C([N+](CCCC)(CCCC)CCCC)CCC>O.C1(C)C=CC=CC=1>[O:1]1[C:5]2[CH:6]=[CH:7][CH:8]=[CH:9][C:4]=2[C:3]([CH2:10][CH2:11][N:13]2[CH2:18][CH2:17][CH:16]([NH2:19])[CH2:15][CH2:14]2)=[CH:2]1 |f:2.3.4,5.6.7|. Procedure details: 10 mmol of 2-(benzofuran-3-yl)-1-bromoethane, 9.62 mmol of tert-butyl 4-piperidyl-carbamate, 2.65 g of potassium carbonate and 0.65 g of tetrabutylammonium sulphate are added to 10 ml of toluene. After refluxing for 12 hours, the mixture is taken up in water. The organic phase is then washed with water, dried and then filtered. Evaporation under reduced pressure allows the expected product to be isolated. Reactants: FC=1C=C(C=CC1)C1=NNC2=CC(=C(C=C12)C#N)OC (3-(3-fluoro-phenyl)-6-methoxy-1H-indazole-5-carbonitrile), O (water), O (water), S(O)(O)(=O)=O (sulfuric acid). Run in C(C)(=O)O (acetic acid). Conditions: temperature 110 celsius, time 18 hour. Product: FC=1C=C(C=CC1)C1=NNC2=CC(=C(C=C12)C(=O)O)OC (3-(3-Fluoro-phenyl)-6-methoxy-1H-indazole-5-carboxylic acid). RXN SMILES: [F:1][C:2]1[CH:3]=[C:4]([C:8]2[C:16]3[C:11](=[CH:12][C:13]([O:19][CH3:20])=[C:14]([C:17]#N)[CH:15]=3)[NH:10][N:9]=2)[CH:5]=[CH:6][CH:7]=1.[OH2:21].S(=O)(=O)(O)[OH:23]>C(O)(=O)C>[F:1][C:2]1[CH:3]=[C:4]([C:8]2[C:16]3[C:11](=[CH:12][C:13]([O:19][CH3:20])=[C:14]([C:17]([OH:23])=[O:21])[CH:15]=3)[NH:10][N:9]=2)[CH:5]=[CH:6][CH:7]=1. Procedure: A total of 172 mg of 3-(3-fluoro-phenyl)-6-methoxy-1H-indazole-5-carbonitrile obtained in Production Example II-1-d was dissolved in 2 ml of acetic acid, 0.7 ml of water and 0.5 ml of sulfuric acid, followed by stirring at 110° C. for 18 hours. After cooling to room temperature, water was added to the reaction mixture. The resulting crystals were washed with water, to give 159 mg of the title compound as light pink crystals. Reactants: C(C)(C)(C)NC1=NC=CC=C1C1=NN=NN1C1=C(C(=C(C=C1)C1CC1)F)F (N-tert-butyl-3-(1-(4-cyclopropyl-2,3-difluorophenyl)-1H-tetrazol-5-yl)pyridin-2-amine), BrN1C(CCC1=O)=O (N-Bromosuccinimide). Solvent: C(C)#N (acetonitrile). Run at time 30 minute. Yields the product C(C)(C)(C)NC1=NC=C(C=C1C1=NN=NN1C1=C(C(=C(C=C1)C1CC1)F)F)Br (N-tert-butyl-5-bromo-3-(1-(4-cyclopropyl-2,3-difluorophenyl)-1H-tetrazol-5-yl)pyridin-2-amine). Isolated yield 15.3%. Reaction SMILES: [C:1]([NH:5][C:6]1[C:11]([C:12]2[N:16]([C:17]3[CH:22]=[CH:21][C:20]([CH:23]4[CH2:25][CH2:24]4)=[C:19]([F:26])[C:18]=3[F:27])[N:15]=[N:14][N:13]=2)=[CH:10][CH:9]=[CH:8][N:7]=1)([CH3:4])([CH3:3])[CH3:2].[Br:28]N1C(=O)CCC1=O>C(#N)C>[C:1]([NH:5][C:6]1[C:11]([C:12]2[N:16]([C:17]3[CH:22]=[CH:21][C:20]([CH:23]4[CH2:25][CH2:24]4)=[C:19]([F:26])[C:18]=3[F:27])[N:15]=[N:14][N:13]=2)=[CH:10][C:9]([Br:28])=[CH:8][N:7]=1)([CH3:4])([CH3:2])[CH3:3]. Procedure details: Compound 1084 (200 mg, 0.54 mmol) was dissolved in 10 mL of acetonitrile. N-Bromosuccinimide (96 mg, 0.54 mmol) was added to the solution and the reaction mixture was stirred at room temperature for 30 minutes. The reaction was quenched with 1 M Na2S2O3 and the mixture extracted with ethyl acetate. The organice layer was dried over anhydrous sodium sulfate, filtered, and concentrated under reduced pressure to afford a white solid that was purified by silica gel chromatography to afford 37 mg of ... Reactants: C1(=CC=CC=C1)C#C (phenylacetylene), CCCCCC.C(C)(=O)OCC (hexane ethyl acetate), ClC=1N=C(N(C1/C=C/C(=O)OC)CC1=C(C=C(C=C1)I)Cl)C (methyl (E)-3-(4-chloro-1-(2-chloro-4-iodobenzyl)-2-methylimidazol-5-yl)-2-propenate), O (Water). Reagents/catalysts: Cl[Pd]([P](C1=CC=CC=C1)(C2=CC=CC=C2)C3=CC=CC=C3)([P](C4=CC=CC=C4)(C5=CC=CC=C5)C6=CC=CC=C6)Cl (dichlorobis(triphenylphosphine)palladium(II)), [Cu](I)I (copper iodide). Run in C(C)(C)NC(C)C (diisopropylamine). Product: ClC=1N=C(N(C1/C=C/C(=O)OC)CC1=C(C=C(C=C1)C#CC1=CC=CC=C1)Cl)C (methyl (E)-3-(4-chloro-1-(2-chloro-4-(phenylethynyl)benzyl)-2-methylimidazol-5-yl)-2-propenate). Reaction SMILES: [Cl:1][C:2]1[N:3]=[C:4]([CH3:22])[N:5]([CH2:13][C:14]2[CH:19]=[CH:18][C:17](I)=[CH:16][C:15]=2[Cl:21])[C:6]=1/[CH:7]=[CH:8]/[C:9]([O:11][CH3:12])=[O:10].[C:23]1([C:29]#[CH:30])[CH:28]=[CH:27][CH:26]=[CH:25][CH:24]=1.O.CCCCCC.C(OCC)(=O)C>C(NC(C)C)(C)C.Cl[Pd](Cl)([P](C1C=CC=CC=1)(C1C=CC=CC=1)C1C=CC=CC=1)[P](C1C=CC=CC=1)(C1C=CC=CC=1)C1C=CC=CC=1.[Cu](I)I>[Cl:1][C:2]1[N:3]=[C:4]([CH3:22])[N:5]([CH2:13][C:14]2[CH:19]=[CH:18][C:17]([C:30]#[C:29][C:23]3[CH:28]=[CH:27][CH:26]=[CH:25][CH:24]=3)=[CH:16][C:15]=2[Cl:21])[C:6]=1/[CH:7]=[CH:8]/[C:9]([O:11][CH3:12])=[O:10] |f:3.4,^1:53,72|. Reported procedure: To a mixture of methyl (E)-3-(4-chloro-1-(2-chloro-4-iodobenzyl)-2-methylimidazol-5-yl)-2-propenate (360 mg), dichlorobis(triphenylphosphine)palladium(II) (28 mg) and copper iodide (7.6 mg) was added a solution of phenylacetylene (326 mg) in diisopropylamine (20 ml) in a nitrogen atmosphere and the mixture was ref luxed under heating for 5 hr. The reaction mixture was allowed to cool. Water was added and the mixture was extracted twice with chloroform. The organic layers were combined, washed wi... Reactants: Cl (hydrochloric acid), Cl (hydrochloric acid), C(CCCCCCC)Br (octylbromide), OC1=CC=C(C(=O)O)C=C1 (4-hydroxybenzoic acid), C([O-])([O-])=O.[K+].[K+] (potassium carbonate). The solvent is O (water), C(C)OCC (Diethylether), CN(C=O)C (dimethylformamide). The product is C(CCCCCCC)OC1=CC=C(C(=O)O)C=C1 (4-n-octyloxybenzoic acid). Yield: 71.4%. Reaction SMILES: [CH2:1](Br)[CH2:2][CH2:3][CH2:4][CH2:5][CH2:6][CH2:7][CH3:8].[OH:10][C:11]1[CH:19]=[CH:18][C:14]([C:15]([OH:17])=[O:16])=[CH:13][CH:12]=1.C(=O)([O-])[O-].[K+].[K+].Cl>CN(C)C=O.O.C(OCC)C>[CH2:1]([O:10][C:11]1[CH:19]=[CH:18][C:14]([C:15]([OH:17])=[O:16])=[CH:13][CH:12]=1)[CH2:2][CH2:3][CH2:4][CH2:5][CH2:6][CH2:7][CH3:8] |f:2.3.4|. Reported procedure: A solution of octylbromide (4.19 g), 4-hydroxybenzoic acid (3 g) and potassium carbonate (3 g) in dimethylformamide (100 ml) was stirred at 130° C. for two hours. The solution was poured in water and neutralized with dilute aqueous hydrochloric acid solution. Diethylether was added to effect extraction. After the extracted layer was distilled to remove the solvent, the residue was added to a solution of sodium hydroxide (3.3 g), water (10 ml) and ethanol (50 ml). The solution obtained was reflux...